From a dataset of the Open Reaction Database (ORD), a public repository of structured organic reaction records. describe an organic reaction: reactants, conditions, products, and yield Starting materials: CC(C)O, CN1C(=O)C(F)(F)CN(C2CCCCC2)c2nc(Cl)ncc21, CN(C)CCCNC(=O)c1ccc(N)cc1, O, Cc1ccccc1S(=O)(=O)O. The product is CN(C)CCCNC(=O)c1ccc(Nc2ncc3c(n2)N(C2CCCCC2)CC(F)(F)C(=O)N3C)cc1. RXN SMILES: [CH:51]([OH:52])([CH3:53])[CH3:54].[Cl:1][c:2]1[n:3][cH:4][c:5]2[c:6]([n:22]1)[N:7]([CH:16]1[CH2:17][CH2:18][CH2:19][CH2:20][CH2:21]1)[CH2:8][C:9]([F:14])([F:15])[C:10](=[O:13])[N:11]2[CH3:12].[NH2:35][c:36]1[cH:37][cH:38][c:39]([C:40](=[O:41])[NH:42][CH2:43][CH2:44][CH2:45][N:46]([CH3:47])[CH3:48])[cH:49][cH:50]1.[OH2:23].[c:24]1([CH3:25])[c:26]([S:27]([OH:28])(=[O:29])=[O:30])[cH:31][cH:32][cH:33][cH:34]1>>[c:2]1([NH:35][c:36]2[cH:37][cH:38][c:39]([C:40](=[O:41])[NH:42][CH2:43][CH2:44][CH2:45][N:46]([CH3:47])[CH3:48])[cH:49][cH:50]2)[n:3][cH:4][c:5]2[c:6]([n:22]1)[N:7]([CH:16]1[CH2:17][CH2:18][CH2:19][CH2:20][CH2:21]1)[CH2:8][C:9]([F:14])([F:15])[C:10](=[O:13])[N:11]2[CH3:12].